From a dataset of the Open Reaction Database (ORD), a public repository of structured organic reaction records. describe an organic reaction: reactants, conditions, products, and yield Reactants: Cl (HCl), [OH-].[Na+] (NaOH), C(C)OC(CC(=O)OCC)OCC (ethyl 3,3-diethoxypropionate), [OH-].[Na+] (NaOH). Run in O (water). Reaction conditions: temperature 110 celsius. The product is C(C)OC(CC(=O)O)OCC (3,3-diethoxypropionic acid). The yield is 93.2%. Reaction SMILES: [OH-].[Na+].[CH2:3]([O:5][CH:6]([O:13][CH2:14][CH3:15])[CH2:7][C:8]([O:10]CC)=[O:9])[CH3:4].Cl>O>[CH2:14]([O:13][CH:6]([O:5][CH2:3][CH3:4])[CH2:7][C:8]([OH:10])=[O:9])[CH3:15] |f:0.1|. Procedure: Small pellets of solid NaOH (5.00 g, 125 mmol) were slowly added to a mixture of ethyl 3,3-diethoxypropionate (19.02 g, 100 mmol) and water (35 mL). As the NaOH dissolved the mixture became a homogeneous solution. The solution was heated to 110° C. for 30 min. The reaction was allowed to cool to ambient temperature and then chilled with an ice-water bath. The solution was acidified with drop-wise addition of concentrated aqueous HCl (9.37 mL, 113 mmol). The solution was allowed to warm to ambien... The reactants are C(C)O (ethanol), NC1[C@@H]2N(C(=C(CS2)C)C(=O)OCC2=CC=C(C=C2)[N+](=O)[O-])C1=O (p-nitrobenzyl 7-amino-3-methyl-3-cephem-4-carboxylate), Cl (HCl), KHCO3. Reagents/catalysts: [Fe] (Iron). The solvent is O (water), O (water), CO (methanol). Conditions: time 1 hour. Product: NC1[C@@H]2N(C(=C(CS2)C)C(=O)O)C1=O (7-amino-3-methyl-3-cephem-4-carboxylic acid). Yield: 70.1%. As a reaction SMILES: C(O)C.[NH2:4][CH:5]1[C:26](=[O:27])[N:7]2[C:8]([C:13]([O:15]CC3C=CC([N+]([O-])=O)=CC=3)=[O:14])=[C:9]([CH3:12])[CH2:10][S:11][C@H:6]12.Cl>[Fe].O.CO>[NH2:4][CH:5]1[C:26](=[O:27])[N:7]2[C:8]([C:13]([OH:15])=[O:14])=[C:9]([CH3:12])[CH2:10][S:11][C@H:6]12. Reported procedure: To a mixture of ethanol (120 ml) and water (25 ml), p-nitrobenzyl 7-amino-3-methyl-3-cephem-4-carboxylate (10 gm) was added. Iron powder (10 gm) was charged at 30° C., followed by the addition of concentrated HCl (12.5 ml) in a methanol (10 ml) and water (2.5 ml) mixture over a period of 15 minutes. The reaction mixture was stirred for 1 hour. After completion of the reaction, aq. KHCO3 was added to bring the pH to 8.0, followed by the addition of activated carbon. After stirring 10 minutes, the...